This data is from the Open Reaction Database (ORD), a public repository of structured organic reaction records. The task is: describe an organic reaction: reactants, conditions, products, and yield The reactants are FC=1C=C2CN(CC2=CC1)C(C[C@@H](C(=O)OCC1=CC=CC=C1)CC1=CC=CC=C1)=O (phenylmethyl 5-fluoro-γ-oxo-α(S)-(phenylmethyl)-2,3-dihydro-1H-isoindole-2-butanoate). Run in C(C)(=O)OCC (ethyl acetate). Reaction conditions: time 2.5 hour. The product is FC=1C=C2CN(CC2=CC1)C(C[C@@H](C(=O)O)CC1=CC=CC=C1)=O (5-fluoro-γ-oxo-α(S)-(phenylmethyl)-2,3-dihydro-1H-isoindole-2-butanoic acid). Yield: 64.8%. RXN SMILES: [F:1][C:2]1[CH:3]=[C:4]2[C:8](=[CH:9][CH:10]=1)[CH2:7][N:6]([C:11](=[O:31])[CH2:12][C@H:13]([CH2:24][C:25]1[CH:30]=[CH:29][CH:28]=[CH:27][CH:26]=1)[C:14]([O:16]CC1C=CC=CC=1)=[O:15])[CH2:5]2>C(OCC)(=O)C>[F:1][C:2]1[CH:3]=[C:4]2[C:8](=[CH:9][CH:10]=1)[CH2:7][N:6]([C:11](=[O:31])[CH2:12][C@H:13]([CH2:24][C:25]1[CH:30]=[CH:29][CH:28]=[CH:27][CH:26]=1)[C:14]([OH:16])=[O:15])[CH2:5]2. Reported procedure: 150 mg of 10% palladized carbon are added to a solution of 1.18 g (2.83 mmol) of phenylmethyl 5-fluoro-γ-oxo-α(S)-(phenylmethyl)-2,3-dihydro-1H-isoindole-2-butanoate in 5 ml of ethyl acetate and the mixture is hydrogenated at the pressure of 20 psi (137,921 Pa) for 2.5 h. After filtration on celite and then evaporation of the solvent, the product is crystallized from diethyl ether. 0.6 g of a white solid is obtained. Yield 65%. Reactants: CC(C)(C)OC(=O)Nc1ccc2c(c1)Cc1cc(NC(=O)OC(C)(C)C)ccc1-2, C1CCOC1, CCOC(N)=O, CCOC=O. Product: CC(C)(C)OC(=O)Nc1ccc2c(c1)C(C=O)c1cc(NC(=O)OC(C)(C)C)ccc1-2. RXN SMILES: [C:1](=[O:2])([O:3][C:4]([CH3:5])([CH3:6])[CH3:7])[NH:8][c:9]1[cH:10][c:11]2[c:19]([cH:20][cH:21]1)-[c:18]1[c:13]([cH:14][c:15]([NH:22][C:23](=[O:24])[O:25][C:26]([CH3:27])([CH3:28])[CH3:29])[cH:16][cH:17]1)[CH2:12]2.[CH2:30]1[CH2:32][CH2:31][CH2:33][O:34]1.[CH3:35][CH2:36][O:37][C:38](=[O:39])[NH2:40].[CH:41]([O:42][CH2:43][CH3:44])=[O:45]>>[C:1](=[O:2])([O:3][C:4]([CH3:5])([CH3:6])[CH3:7])[NH:8][c:9]1[cH:10][c:11]2[c:19]([cH:20][cH:21]1)-[c:18]1[c:13]([cH:14][c:15]([NH:22][C:23](=[O:24])[O:25][C:26]([CH3:27])([CH3:28])[CH3:29])[cH:16][cH:17]1)[CH:12]2[CH:33]=[O:34]. The reactants are FC1=C(C=CC=C1)CC(=O)NCCOC1=CC=C(C=C1)C1C(CN(CC1)C(=O)OCC1=CC=CC=C1)OCC=1C=CC2=C(N(CCO2)CCCOC)C1 (benzyl 4-(4-{2-[2-(2-fluorophenyl)acetylamino]ethoxy}phenyl)-3-[4-(3-methoxypropyl)-3,4-dihydro-2H-benzo[1,4]oxazin-6-ylmethoxy]piperidine-1-carboxylate), B#B.O1CCCC1 (diborane tetrahydrofuran). Solvent: O1CCCC1 (tetrahydrofuran). Reaction conditions: time 30 minute. Yields the product FC1=C(C=CC=C1)CCNCCOC1=CC=C(C=C1)C1C(CN(CC1)C(=O)OCC1=CC=CC=C1)OCC=1C=CC2=C(N(CCO2)CCCOC)C1 (Benzyl 4-(4-{2-[2-(2-fluorophenyl)ethylamino]ethoxy}phenyl)-3-[4-(3-methoxypropyl)-3,4-dihydro-2H-benzo[1,4]oxazin-6-ylmethoxy]piperidine-1-carboxylate), SiO2. As a reaction SMILES: [F:1][C:2]1[CH:7]=[CH:6][CH:5]=[CH:4][C:3]=1[CH2:8][C:9]([NH:11][CH2:12][CH2:13][O:14][C:15]1[CH:20]=[CH:19][C:18]([CH:21]2[CH2:26][CH2:25][N:24]([C:27]([O:29][CH2:30][C:31]3[CH:36]=[CH:35][CH:34]=[CH:33][CH:32]=3)=[O:28])[CH2:23][CH:22]2[O:37][CH2:38][C:39]2[CH:40]=[CH:41][C:42]3[O:47][CH2:46][CH2:45][N:44]([CH2:48][CH2:49][CH2:50][O:51][CH3:52])[C:43]=3[CH:53]=2)=[CH:17][CH:16]=1)=O.B#B.O1CCCC1>O1CCCC1>[F:1][C:2]1[CH:7]=[CH:6][CH:5]=[CH:4][C:3]=1[CH2:8][CH2:9][NH:11][CH2:12][CH2:13][O:14][C:15]1[CH:16]=[CH:17][C:18]([CH:21]2[CH2:26][CH2:25][N:24]([C:27]([O:29][CH2:30][C:31]3[CH:36]=[CH:35][CH:34]=[CH:33][CH:32]=3)=[O:28])[CH2:23][CH:22]2[O:37][CH2:38][C:39]2[CH:40]=[CH:41][C:42]3[O:47][CH2:46][CH2:45][N:44]([CH2:48][CH2:49][CH2:50][O:51][CH3:52])[C:43]=3[CH:53]=2)=[CH:19][CH:20]=1 |f:1.2|. Reported procedure: A solution of 0.455 g of benzyl 4-(4-{2-[2-(2-fluorophenyl)acetylamino]ethoxy}phenyl)-3-[4-(3-methoxypropyl)-3,4-dihydro-2H-benzo[1,4]oxazin-6-ylmethoxy]piperidine-1-carboxylate in 5 ml of tetrahydrofuran is admixed at 0° C. with 1.84 ml of diborane-tetrahydrofuran complex (1M solution in tetrahydrofuran). The reaction solution is subsequently heated to reflux over 3 hours. The reaction solution is cooled to room temperature, quenched with 2 ml of methanol and finally admixed with 2 ml of 2M HCl... The reactants are ClC1=NC(=C2N=CN(C2=N1)C)NC1=CC=C(C=C1)Cl ((2-chloro-9-methyl-9H-purin-6-yl)(4-chloro-phenyl)-amine), ClC1=CC(=NN1)C (5-chloro-3-methyl-1H-pyrazole). The product is ClC1=CC(=NN1C1=NC(=C2N=CN(C2=N1)C)NC1=CC=C(C=C1)Cl)C ([2-(5-Chloro-3-methyl-pyrazol-1-yl)-9-methyl-9H-purin-6-yl]-(4-chloro-phenyl)-amine). RXN SMILES: Cl[C:2]1[N:10]=[C:9]2[C:5]([N:6]=[CH:7][N:8]2[CH3:11])=[C:4]([NH:12][C:13]2[CH:18]=[CH:17][C:16]([Cl:19])=[CH:15][CH:14]=2)[N:3]=1.[Cl:20][C:21]1[NH:25][N:24]=[C:23]([CH3:26])[CH:22]=1>>[Cl:20][C:21]1[N:25]([C:2]2[N:10]=[C:9]3[C:5]([N:6]=[CH:7][N:8]3[CH3:11])=[C:4]([NH:12][C:13]3[CH:18]=[CH:17][C:16]([Cl:19])=[CH:15][CH:14]=3)[N:3]=2)[N:24]=[C:23]([CH3:26])[CH:22]=1. Procedure details: Was prepared according to Example 6 from (2-chloro-9-methyl-9H-purin-6-yl)(4-chloro-phenyl)-amine and 5-chloro-3-methyl-1H-pyrazole. The reactants are C(C)OCC=1N(C2=C(C=NC=3C=CC=CC23)N1)CCCCC(=O)N (5-[2-(Ethoxymethyl)-1H-imidazo[4,5-c]quinolin-1-yl]pentanamide), C1=CC(=CC(=C1)Cl)C(=O)OO (mCPBA), C1(=CC=CC=C1)S(=O)(=O)Cl (benzenesulfonyl chloride), [OH-].[NH4+] (ammonium hydroxide). Yields the product NC1=NC=2C=CC=CC2C2=C1N=C(N2CCCCC(=O)N)COCC (5-[4-amino-2-(ethoxymethyl)-1H-imidazo[4,5-c]quinolin-1-yl]pentanamide). RXN SMILES: [CH2:1]([O:3][CH2:4][C:5]1[N:6]([CH2:18][CH2:19][CH2:20][CH2:21][C:22]([NH2:24])=[O:23])[C:7]2[C:16]3[CH:15]=[CH:14][CH:13]=[CH:12][C:11]=3[N:10]=[CH:9][C:8]=2[N:17]=1)[CH3:2].C1C=C(Cl)C=C(C(OO)=O)C=1.C1(S(Cl)(=O)=O)C=CC=CC=1.[OH-].[NH4+:47]>>[NH2:47][C:9]1[C:8]2[N:17]=[C:5]([CH2:4][O:3][CH2:1][CH3:2])[N:6]([CH2:18][CH2:19][CH2:20][CH2:21][C:22]([NH2:24])=[O:23])[C:7]=2[C:16]2[CH:15]=[CH:14][CH:13]=[CH:12][C:11]=2[N:10]=1 |f:3.4|. Procedure details: 5-[2-(Ethoxymethyl)-1H-imidazo[4,5-c]quinolin-1-yl]pentanamide (2.25 g, 6.89 mmol) was treated with mCPBA (2.77 g, 12.0 mmol), ammonium hydroxide (40 mL), and benzenesulfonyl chloride (1.71 mL, 13.4 mmol) according to the method described in Part D of Example 36. The crude product was purified by column chromatography on silica gel (eluting with dichloromethane:methanol in a gradient from 90:10 to 85:15). The resulting product was triturated with 10% aqueous sodium hydroxide, isolated by filtrat...